Dataset: the Open Reaction Database (ORD), a public repository of structured organic reaction records. Task: describe an organic reaction: reactants, conditions, products, and yield Starting materials: C, CCO, N#Cc1ccc(N)c([N+](=O)[O-])c1, [Pd]. Yields the product N#Cc1ccc(N)c(N)c1. RXN SMILES: [C:16].[CH3:13][CH2:14][OH:15].[N+:1]([O-:2])(=[O:3])[c:4]1[c:5]([NH2:6])[cH:7][cH:8][c:9]([C:11]#[N:12])[cH:10]1.[Pd:17]>>[NH2:1][c:4]1[c:5]([NH2:6])[cH:7][cH:8][c:9]([C:11]#[N:12])[cH:10]1. Starting materials: Cl.N1CC(C1)CS(=O)(=O)C1=CC=C(C#N)C=C1 (4-[(azetidin-3-ylmethyl)sulfonyl]benzonitrile hydrochloride), BrCC(=O)C1=CC=C(C=C1)F (2-bromo-1-(4-fluorophenyl)ethanone). Isolated yield 29.0%. Procedure: Following the procedure of Example 2, 4-[(azetidin-3-ylmethyl)sulfonyl]benzonitrile hydrochloride (75 mg, 0.27 mmol) was reacted with 2-bromo-1-(4-fluorophenyl)ethanone. Crude product was purified on a 10 g bond elute silica cartridge using the personal flash master eluting with 0.5% MeOH/DCM to 2% MeOH/DCM to give the freebase as a pale yellow gum (30 mg, 29%). The freebase was dissolved in 3:1 ether/MeOH (5 ml) and 1.0M hydrogen chloride in ether (89μl) was added. The side of the flask was etc... RXN SMILES: Cl.[NH:2]1[CH2:5][CH:4]([CH2:6][S:7]([C:10]2[CH:17]=[CH:16][C:13]([C:14]#[N:15])=[CH:12][CH:11]=2)(=[O:9])=[O:8])[CH2:3]1.Br[CH2:19][C:20]([C:22]1[CH:27]=[CH:26][C:25]([F:28])=[CH:24][CH:23]=1)=[O:21]>>[F:28][C:25]1[CH:26]=[CH:27][C:22]([C:20](=[O:21])[CH2:19][N:2]2[CH2:5][CH:4]([CH2:6][S:7]([C:10]3[CH:17]=[CH:16][C:13]([C:14]#[N:15])=[CH:12][CH:11]=3)(=[O:9])=[O:8])[CH2:3]2)=[CH:23][CH:24]=1 |f:0.1|. The product is FC1=CC=C(C=C1)C(CN1CC(C1)CS(=O)(=O)C1=CC=C(C#N)C=C1)=O (4-[({1-[2-(4-Fluorophenyl)-2-oxoethyl]azetidin-3-yl}methyl)sulfonyl]benzonitrile). Starting materials: CC(=O)O, [H][H], O=[N+]([O-])c1ccc(N2CCN(Cc3ncc(-c4ccccc4)o3)CC2)cc1. The product is Nc1ccc(N2CCN(Cc3ncc(-c4ccccc4)o3)CC2)cc1. RXN SMILES: [CH3:30][C:31](=[O:32])[OH:33].[H:28][H:29].[c:1]1(-[c:7]2[cH:8][n:9][c:10]([CH2:12][N:13]3[CH2:14][CH2:15][N:16]([c:19]4[cH:20][cH:21][c:22]([N+:25]([O-:26])=[O:27])[cH:23][cH:24]4)[CH2:17][CH2:18]3)[o:11]2)[cH:2][cH:3][cH:4][cH:5][cH:6]1>>[c:1]1(-[c:7]2[cH:8][n:9][c:10]([CH2:12][N:13]3[CH2:14][CH2:15][N:16]([c:19]4[cH:20][cH:21][c:22]([NH2:25])[cH:23][cH:24]4)[CH2:17][CH2:18]3)[o:11]2)[cH:2][cH:3][cH:4][cH:5][cH:6]1. Starting materials: FC1=CC2=C(N=C(N2)S)C=C1 (5-fluoro-2-benzimidazolethiol), Cl.ClCC1=NC=CC(=C1C)OC (2-chloromethyl-4-methoxy-3-methylpyridine hydrochloride), [OH-].[Na+] (sodium hydroxide). Run in alcohol, O (water). The product is FC1=CC2=C(N=C(N2)SCC2=NC=CC(=C2C)OC)C=C1 (5-fluoro-2-[[(4-methoxy-3-methyl-2-pyridyl)methyl]thio]benzimidazole). As a reaction SMILES: [F:1][C:2]1[CH:11]=[CH:10][C:5]2[N:6]=[C:7]([SH:9])[NH:8][C:4]=2[CH:3]=1.Cl.Cl[CH2:14][C:15]1[C:20]([CH3:21])=[C:19]([O:22][CH3:23])[CH:18]=[CH:17][N:16]=1.[OH-].[Na+]>O>[F:1][C:2]1[CH:11]=[CH:10][C:5]2[N:6]=[C:7]([S:9][CH2:14][C:15]3[C:20]([CH3:21])=[C:19]([O:22][CH3:23])[CH:18]=[CH:17][N:16]=3)[NH:8][C:4]=2[CH:3]=1 |f:1.2,3.4|. Procedure details: 10.6 g of 5-fluoro-2-benzimidazolethiol were suspended in 570 ml of alcohol and treated with 13.1 g of 2-chloromethyl-4-methoxy-3-methylpyridine hydrochloride. A solution of 5 g of sodium hydroxide in 130 ml of water was added dropwise thereto while cooling with ice, the mixture was left to boil at reflux overnight and then concentrated to about 1/3 of the volume in a vacuum. After the addition of 500 ml of water the resulting crystals were filtered off and washed thoroughly firstly with water a... The reactants are CCC(CC)(c1ccc(C=CC(O)(C(F)(F)F)C(F)(F)F)c(C)c1)c1ccc(-c2ccc(CC(=O)OC)c(Cl)c2)c(C)c1, CO, [Na+], C1CCOC1, [OH-]. Product: CCC(CC)(c1ccc(C=CC(O)(C(F)(F)F)C(F)(F)F)c(C)c1)c1ccc(-c2ccc(CC(=O)O)c(Cl)c2)c(C)c1. Reaction SMILES: [CH3:3][O:4][C:5]([CH2:6][c:7]1[c:8]([Cl:44])[cH:9][c:10](-[c:13]2[c:14]([CH3:43])[cH:15][c:16]([C:19]([CH2:20][CH3:21])([c:22]3[cH:23][c:24]([CH3:40])[c:25]([CH:28]=[CH:29][C:30]([C:31]([F:32])([F:33])[F:34])([C:35]([F:36])([F:37])[F:38])[OH:39])[cH:26][cH:27]3)[CH2:41][CH3:42])[cH:17][cH:18]2)[cH:11][cH:12]1)=[O:45].[CH3:51][OH:52].[Na+:2].[O:46]1[CH2:47][CH2:48][CH2:49][CH2:50]1.[OH-:1]>>[O:4]=[C:5]([CH2:6][c:7]1[c:8]([Cl:44])[cH:9][c:10](-[c:13]2[c:14]([CH3:43])[cH:15][c:16]([C:19]([CH2:20][CH3:21])([c:22]3[cH:23][c:24]([CH3:40])[c:25]([CH:28]=[CH:29][C:30]([C:31]([F:32])([F:33])[F:34])([C:35]([F:36])([F:37])[F:38])[OH:39])[cH:26][cH:27]3)[CH2:41][CH3:42])[cH:17][cH:18]2)[cH:11][cH:12]1)[OH:45].